This data is from the Open Reaction Database (ORD), a public repository of structured organic reaction records. The task is: describe an organic reaction: reactants, conditions, products, and yield Starting materials: C1(=CC=CC=C1)S (Thiophenol), ClC1=CC=C(C=C1)C1=NC(=NC(=N1)C1=C(C=C(C=C1)O)O)C1=C(C=C(C=C1)O)O (6-(p-chlorophenyl)-2,4-bis-(2,4-dihydroxyphenyl)-s-triazine), C([O-])([O-])=O.[K+].[K+] (potassium carbonate), [I-].[K+] (potassium iodide). The solvent is CN(C=O)C (N,N-dimethylformamide), O (water). Reaction conditions: temperature 150 celsius, time 4.5 hour. Product: OC1=C(C=CC(=C1)O)C1=NC(=NC(=N1)C1=C(C=C(C=C1)O)O)C1=CC=C(C=C1)SC1=CC=CC=C1 (2,4-Bis-(2,4-dihydroxyphenyl)-6-[4-(phenylthio)phenyl]-s-triazine). RXN SMILES: Cl[C:2]1[CH:7]=[CH:6][C:5]([C:8]2[N:13]=[C:12]([C:14]3[CH:19]=[CH:18][C:17]([OH:20])=[CH:16][C:15]=3[OH:21])[N:11]=[C:10]([C:22]3[CH:27]=[CH:26][C:25]([OH:28])=[CH:24][C:23]=3[OH:29])[N:9]=2)=[CH:4][CH:3]=1.C(=O)([O-])[O-].[K+].[K+].[I-].[K+].[C:38]1([SH:44])[CH:43]=[CH:42][CH:41]=[CH:40][CH:39]=1>O.CN(C)C=O>[OH:21][C:15]1[CH:16]=[C:17]([OH:20])[CH:18]=[CH:19][C:14]=1[C:12]1[N:11]=[C:10]([C:22]2[CH:27]=[CH:26][C:25]([OH:28])=[CH:24][C:23]=2[OH:29])[N:9]=[C:8]([C:5]2[CH:6]=[CH:7][C:2]([S:44][C:38]3[CH:43]=[CH:42][CH:41]=[CH:40][CH:39]=3)=[CH:3][CH:4]=2)[N:13]=1 |f:1.2.3,4.5|. Reported procedure: To a 500 mL round bottomed flask equipped with a magnetic stirrer, condenser, Dean-Stark trap and nitrogen atmosphere are charged 16.1 g (0.0394 mol) of 6-(p-chlorophenyl)-2,4-bis-(2,4-dihydroxyphenyl)-s-triazine, 2.72 g (0.0197 mol) of potassium carbonate, 600 mg of potassium iodide and 150 mL of N,N-dimethylformamide. A pre-heated oil bath (150° C.) is then applied to the stirred brown solution. Thiophenol (4.04 mL, 0.00394 mol) is added all at once through a syringe. The mixture is stirred at... Product: CC(C)(C)C(=O)OCn1nc(Cc2cccc(Cl)c2)c2cc(Br)cnc21. As a reaction SMILES: [Br:1][c:2]1[cH:3][c:4]2[c:5]([n:6][cH:7]1)[n:8]([CH2:12][O:13][C:14]([C:15]([CH3:16])([CH3:17])[CH3:18])=[O:19])[n:9][c:10]2[I:11].[Cl-:20].[Cl:21][c:22]1[cH:23][c:24]([CH2:25][Zn+:26])[cH:27][cH:28][cH:29]1.[O:30]1[CH2:31][CH2:32][CH2:33][CH2:34]1>>[Br:1][c:2]1[cH:3][c:4]2[c:5]([n:6][cH:7]1)[n:8]([CH2:12][O:13][C:14]([C:15]([CH3:16])([CH3:17])[CH3:18])=[O:19])[n:9][c:10]2[CH2:25][c:24]1[cH:23][c:22]([Cl:21])[cH:29][cH:28][cH:27]1. Starting materials: CC(C)(C)C(=O)OCn1nc(I)c2cc(Br)cnc21, [Cl-], Clc1cccc(C[Zn+])c1, C1CCOC1. Starting materials: CC(C)(S(=O)NC1(CC1)/C(/N)=N/O)C ((Z)-1-(1,1-dimethylethylsulfinamido)-N′-hydroxycyclopropanecarboximidamide), C(C)OC(OCC)OCC (triethoxymethane). Run in CC(=O)O (AcOH). Conditions: time 16 hour. Yields the product O1N=C(N=C1)C1(CC1)NS(=O)C(C)(C)C (N-(1-(1,2,4-oxadiazol-3-yl)cyclopropyl)-2-methylpropane-2-sulfinamide). Isolated yield 32.6%. As a reaction SMILES: [CH3:1][C:2]([CH3:14])([S:4]([NH:6][C:7]1(/[C:10](=[N:12]/[OH:13])/[NH2:11])[CH2:9][CH2:8]1)=[O:5])[CH3:3].[CH2:15](OC(OCC)OCC)C>CC(O)=O>[O:13]1[CH:15]=[N:11][C:10]([C:7]2([NH:6][S:4]([C:2]([CH3:14])([CH3:1])[CH3:3])=[O:5])[CH2:9][CH2:8]2)=[N:12]1. Procedure details: (Z)-1-(1,1-dimethylethylsulfinamido)-N′-hydroxycyclopropanecarboximidamide (1.0 g, 4.6 mmol) in triethoxymethane (6.0 ml, 36 mmol) was treated with AcOH (6 ml) at rt. The reaction was allowed to stir at rt for 16 h. The reaction was concentrated to dryness azeotroping with toluene 3×. The resulting yellow oil which was purified on silica gel (Biotage, EtOAc/hexanes gradient (Rf ˜approximately 2 in 70% EtOAc/Hex) to give the expected product N-(1-(1,2,4-oxadiazol-3-yl)cyclopropyl)-2-methylpropane... Starting materials: BrC1=NC=C(C=N1)Br (2,5-dibromopyrimidine), C(CCC)OC1=NC=C(C=C1)B(O)O (2-butoxypyrdine-5-boronic acid), C([O-])([O-])=O.[Na+].[Na+] (sodium carbonate). The reagents and catalysts are C=1C=CC(=CC1)[P](C=2C=CC=CC2)(C=3C=CC=CC3)[Pd]([P](C=4C=CC=CC4)(C=5C=CC=CC5)C=6C=CC=CC6)([P](C=7C=CC=CC7)(C=8C=CC=CC8)C=9C=CC=CC9)[P](C=1C=CC=CC1)(C=1C=CC=CC1)C=1C=CC=CC1 (tetrakis(triphenylphosphine)palladium(0)). Run in C1(=CC=CC=C1)C (toluene), C(C)O (ethanol), O (water). Product: BrC=1C=NC(=NC1)C=1C=NC(=CC1)OCCCCCCCC (5-bromo-2-(6-octyloxypyridin-3-yl)pyrimidine). The yield is 75.9%. Reaction SMILES: Br[C:2]1[N:7]=[CH:6][C:5]([Br:8])=[CH:4][N:3]=1.[CH2:9]([O:13][C:14]1[CH:19]=[CH:18][C:17](B(O)O)=[CH:16][N:15]=1)[CH2:10][CH2:11][CH3:12].C(=O)([O-])[O-].[Na+].[Na+]>C1(C)C=CC=CC=1.C(O)C.O.C1C=CC([P]([Pd]([P](C2C=CC=CC=2)(C2C=CC=CC=2)C2C=CC=CC=2)([P](C2C=CC=CC=2)(C2C=CC=CC=2)C2C=CC=CC=2)[P](C2C=CC=CC=2)(C2C=CC=CC=2)C2C=CC=CC=2)(C2C=CC=CC=2)C2C=CC=CC=2)=CC=1>[Br:8][C:5]1[CH:4]=[N:3][C:2]([C:17]2[CH:16]=[N:15][C:14]([O:13][CH2:9][CH2:10][CH2:11][CH2:12][CH2:9][CH2:10][CH2:11][CH3:12])=[CH:19][CH:18]=2)=[N:7][CH:6]=1 |f:2.3.4,^1:43,45,64,83|. Procedure details: A reaction of 115 mmol of 2,5-dibromopyrimidine, 115 mmol of 2-butoxypyrdine-5-boronic acid, 230 mmol of sodium carbonate and 1.2 mmol of tetrakis(triphenylphosphine)palladium(0) in 280 ml of toluene, 140 ml of ethanol and 140 ml of water is carried out analogously to the procedure indicated for precursor 3. Corresponding purification gives 15.9 g (38%) of a colorless solid, m.p. 99-101 ° C. The reactants are COc1ccc([N+](=O)[O-])cc1Br, COCCOC, [Na+], [Na+], O=C([O-])[O-], OB(O)c1ccncc1. The product is COc1ccc([N+](=O)[O-])cc1-c1ccncc1. RXN SMILES: [Br:1][c:2]1[c:3]([O:11][CH3:12])[cH:4][cH:5][c:6]([N+:8](=[O:9])[O-:10])[cH:7]1.[CH3:28][O:29][CH2:30][CH2:31][O:32][CH3:33].[Na+:22].[Na+:23].[O-:24][C:25](=[O:26])[O-:27].[n:13]1[cH:14][cH:15][c:16]([B:19]([OH:20])[OH:21])[cH:17][cH:18]1>>[c:2]1(-[c:16]2[cH:15][cH:14][n:13][cH:18][cH:17]2)[c:3]([O:11][CH3:12])[cH:4][cH:5][c:6]([N+:8](=[O:9])[O-:10])[cH:7]1. Reactants: ClC(C1=CC=CC=C1)Cl (α,α-dichlorotoluene), C(=CCCCCCCC)Cl (nonenyl chloride), CC=CC=CC (2,4-hexadiene). Reagents/catalysts: catalyst. Product: C(CCCCCCC=C)Cl (8-nonen-1-yl chloride), C(CCCCCCC=CC)Cl (8-decen-1-yl chloride), C(CCCCCCC=CC=CC)Cl (8,10-dodecadien-1-yl chloride). Reaction SMILES: [CH:1]([Cl:10])=[CH:2][CH2:3][CH2:4][CH2:5][CH2:6][CH2:7][CH2:8][CH3:9].[CH3:11][CH:12]=[CH:13][CH:14]=[CH:15]C.Cl[CH:18]([Cl:25])[C:19]1[CH:24]=[CH:23][CH:22]=[CH:21][CH:20]=1>>[CH2:1]([Cl:10])[CH2:2][CH2:3][CH2:4][CH2:5][CH2:6][CH2:7][CH:8]=[CH2:9].[CH2:18]([Cl:25])[CH2:19][CH2:24][CH2:23][CH2:22][CH2:21][CH2:20][CH:11]=[CH:12][CH3:13].[CH2:18]([Cl:25])[CH2:19][CH2:24][CH2:23][CH2:22][CH2:21][CH2:20][CH:11]=[CH:12][CH:13]=[CH:14][CH3:15]. Reported procedure: The so-produced nonenyl chloride (112 g; 700 mmol) was added to an equimolar amount of the 2,4-hexadiene in a 100 mL round-bottomed flask equipped with a magnetic stir bar and a reflux condenser, along with 6 g of α,α-dichlorotoluene. This solution was subsurface-sparged with nitrogen for 10 minutes. The catalyst of Example 1 (1.15 g; 1.4 mmol) was added and the reaction flask was placed in an 85° C. oil bath for 15 hours. The reaction was terminated by cooling to room temperature, followed by t... Starting materials: CCN(C(C)C)C(C)C, CC(C)O, Clc1cc(-c2cccnc2)nc(-c2ccccn2)n1, NCCc1ccc(O)cc1. Product: Oc1ccc(CCNc2cc(-c3cccnc3)nc(-c3ccccn3)n2)cc1. As a reaction SMILES: [CH:30]([N:31]([CH2:32][CH3:33])[CH:34]([CH3:35])[CH3:36])([CH3:37])[CH3:38].[CH:39]([OH:40])([CH3:41])[CH3:42].[Cl:1][c:2]1[n:3][c:4](-[c:14]2[n:15][cH:16][cH:17][cH:18][cH:19]2)[n:5][c:6](-[c:8]2[cH:9][n:10][cH:11][cH:12][cH:13]2)[cH:7]1.[NH2:20][CH2:21][CH2:22][c:23]1[cH:24][cH:25][c:26]([OH:29])[cH:27][cH:28]1>>[c:2]1([NH:20][CH2:21][CH2:22][c:23]2[cH:24][cH:25][c:26]([OH:29])[cH:27][cH:28]2)[n:3][c:4](-[c:14]2[n:15][cH:16][cH:17][cH:18][cH:19]2)[n:5][c:6](-[c:8]2[cH:9][n:10][cH:11][cH:12][cH:13]2)[cH:7]1. Starting materials: O=C(Cl)c1ccccc1, ClCCl, CC(=O)O, CO, CN1CCC(C(=O)c2cccc(N)c2)CC1. Yields the product CN1CCC(C(=O)c2cccc(NC(=O)c3ccccc3)c2)CC1. Reaction SMILES: [C:17]([c:18]1[cH:19][cH:20][cH:21][cH:22][cH:23]1)(=[O:24])[Cl:25].[CH2:26]([Cl:27])[Cl:28].[CH3:29][C:30](=[O:31])[OH:32].[CH3:33][OH:34].[NH2:1][c:2]1[cH:3][c:4]([C:5](=[O:6])[CH:7]2[CH2:8][CH2:9][N:10]([CH3:13])[CH2:11][CH2:12]2)[cH:14][cH:15][cH:16]1>>[NH:1]([c:2]1[cH:3][c:4]([C:5](=[O:6])[CH:7]2[CH2:8][CH2:9][N:10]([CH3:13])[CH2:11][CH2:12]2)[cH:14][cH:15][cH:16]1)[C:17]([c:18]1[cH:19][cH:20][cH:21][cH:22][cH:23]1)=[O:24]. Starting materials: CCOCC, C[Mg+], CC(C)Oc1cc(-n2ncc(C(F)(F)F)c(C#N)c2=O)c(F)cc1Cl, [I-], C1CCOC1. Product: Cc1c(C(F)(F)F)cnn(-c2cc(OC(C)C)c(Cl)cc2F)c1=O. Reaction SMILES: [CH3:26][CH2:27][O:28][CH2:29][CH3:30].[CH3:32][Mg+:33].[Cl:1][c:2]1[cH:3][c:4]([F:25])[c:5](-[n:12]2[n:13][cH:14][c:15]([C:21]([F:22])([F:23])[F:24])[c:16]([C:19]#[N:20])[c:17]2=[O:18])[cH:6][c:7]1[O:8][CH:9]([CH3:10])[CH3:11].[I-:31].[O:34]1[CH2:35][CH2:36][CH2:37][CH2:38]1>>[Cl:1][c:2]1[cH:3][c:4]([F:25])[c:5](-[n:12]2[n:13][cH:14][c:15]([C:21]([F:22])([F:23])[F:24])[c:16]([CH3:19])[c:17]2=[O:18])[cH:6][c:7]1[O:8][CH:9]([CH3:10])[CH3:11]. The reactants are O=CC(O)C(O)C(O)C(O)CO, O=CC(O)C(O)C(O)C(O)CO, O=CC(O)C(O)C(O)C(O)C(=O)O. Product: CC(O)C(O)C(O)C(O)C=O. As a reaction SMILES: [O:13]=[CH:14][CH:15]([CH:16]([CH:17]([CH:18]([CH2:19][OH:20])[OH:21])[OH:22])[OH:23])[OH:24].[O:1]=[CH:2][CH:3]([OH:4])[CH:5]([OH:6])[CH:7]([OH:8])[CH:9]([OH:10])[CH2:11][OH:12].[O:25]=[CH:26][CH:27]([CH:28]([CH:29]([CH:30]([C:31]([OH:32])=[O:33])[OH:34])[OH:35])[OH:36])[OH:37]>>[O:1]=[CH:2][CH:3]([OH:4])[CH:5]([OH:6])[CH:7]([OH:8])[CH:9]([OH:10])[CH3:11].